Dataset: the Open Reaction Database (ORD), a public repository of structured organic reaction records. Task: describe an organic reaction: reactants, conditions, products, and yield Reactants: Cc1onc(-c2ccccc2)c1-c1nnc(-c2ccc(N3CCSCC3)cc2)o1, CO, [Na+], [Na+], [Na+], O=C([O-])[O-], O, O=S([O-])O. Product: Cc1onc(-c2ccccc2)c1-c1nnc(-c2ccc(N3CCS(=O)CC3)cc2)o1. As a reaction SMILES: [CH3:1][c:2]1[c:3](-[c:13]2[n:14][n:15][c:16](-[c:18]3[cH:19][cH:20][c:21]([N:24]4[CH2:25][CH2:26][S:27][CH2:28][CH2:29]4)[cH:22][cH:23]3)[o:17]2)[c:4](-[c:7]2[cH:8][cH:9][cH:10][cH:11][cH:12]2)[n:5][o:6]1.[CH3:41][OH:42].[Na+:34].[Na+:35].[Na+:36].[O-:37][C:38](=[O:39])[O-:40].[OH2:43].[S:30]([O-:31])(=[O:32])[OH:33]>>[CH3:1][c:2]1[c:3](-[c:13]2[n:14][n:15][c:16](-[c:18]3[cH:19][cH:20][c:21]([N:24]4[CH2:25][CH2:26][S:27](=[O:31])[CH2:28][CH2:29]4)[cH:22][cH:23]3)[o:17]2)[c:4](-[c:7]2[cH:8][cH:9][cH:10][cH:11][cH:12]2)[n:5][o:6]1. Starting materials: NC=1OC2=C3C(=CC=C2C(C1C(=N)NO)C1=CC(=C(C(=C1)OC)OC)Br)C=CC=C3 (2-Amino-4-(3-bromo-4,5-dimethoxy-phenyl)-N-hydroxy-4H-benzo[h]chromene-3-carboxamidine), O1CCCC1 (tetrahydrofuran). Run in O (water). The product is NC=1OC2=C3C(=CC=C2C(C1C1=NOC(N1)=O)C1=CC(=C(C(=C1)OC)OC)Br)C=CC=C3 (3-[2-Amino-4-(3-bromo-4,5-dimethoxy-phenyl)-4H-benzo[h]chromen-3-yl]-4H-[1,2,4]oxadiazol-5-one). Reaction SMILES: [NH2:1][C:2]1[O:3][C:4]2[C:9]([CH:10]([C:16]3[CH:21]=[C:20]([O:22][CH3:23])[C:19]([O:24][CH3:25])=[C:18]([Br:26])[CH:17]=3)[C:11]=1[C:12]([NH:14][OH:15])=[NH:13])=[CH:8][CH:7]=[C:6]1[CH:27]=[CH:28][CH:29]=[CH:30][C:5]=21.[O:31]1CCC[CH2:32]1>O>[NH2:1][C:2]1[O:3][C:4]2[C:9]([CH:10]([C:16]3[CH:21]=[C:20]([O:22][CH3:23])[C:19]([O:24][CH3:25])=[C:18]([Br:26])[CH:17]=3)[C:11]=1[C:12]1[NH:13][C:32](=[O:31])[O:15][N:14]=1)=[CH:8][CH:7]=[C:6]1[CH:27]=[CH:28][CH:29]=[CH:30][C:5]=21. Procedure: 2-Amino-4-(3-bromo-4,5-dimethoxy-phenyl)-N-hydroxy-4H-benzo[h]chromene-3-carboxamidine (21), (118 mg, 0.25 mmol) and diimidazole carbonyl (40.5 mg, 0.25 mmol) are suspended in 10 ml tetrahydrofuran at room temperature and then is stirred under LC-MS control under heating. The reaction mixture is diluted with water to about 50 ml and stirred for 2 h at room temperature. Thus resulting precipitates are separated by filtration, washed well with water and is dried under high vacuum to get solids of ... The reactants are NCCN1CCCCC1 (N-(aminoethyl)-piperidine), ClC=1C=C(C2=C(OCCO2)C1)C(=O)Cl (7-chloro-1,4-benzodioxane-5-carbonyl chloride). The solvent is C(C)C(=O)C (methyl ethyl ketone), C(C)C(=O)C (methyl ethyl ketone). Product: Cl.N1(CCCCC1)CCNC(=O)C1=CC(=CC=2OCCOC21)Cl (N-[piperidino ethyl]-7-chloro-1,4-benzodioxane-5-carboxamide hydrochloride). The yield is 129.0%. As a reaction SMILES: [NH2:1][CH2:2][CH2:3][N:4]1[CH2:9][CH2:8][CH2:7][CH2:6][CH2:5]1.[Cl:10][C:11]1[CH:12]=[C:13]([C:21](Cl)=[O:22])[C:14]2[O:19][CH2:18][CH2:17][O:16][C:15]=2[CH:20]=1>C(C(C)=O)C>[ClH:10].[N:4]1([CH2:3][CH2:2][NH:1][C:21]([C:13]2[C:14]3[O:19][CH2:18][CH2:17][O:16][C:15]=3[CH:20]=[C:11]([Cl:10])[CH:12]=2)=[O:22])[CH2:9][CH2:8][CH2:7][CH2:6][CH2:5]1 |f:3.4|. Reported procedure: 150 ml of methyl ethyl ketone and 22 g of N-(aminoethyl)-piperidine was introduced into a 500 ml balloon flask provided with an agitator and a thermometer. The mixture was cooled and then a suspension of 35 g of 7-chloro-1,4-benzodioxane-5-carbonyl chloride in 200 ml of methyl ethyl ketone was added at a temperature of from 15°-20° C. After agitation the crystals formed were dried off and then washed with methyl ethyl ketone. 35 g of N-[piperidino ethyl]-7-chloro-1,4-benzodioxane-5-carboxamide h...